From a dataset of the Open Reaction Database (ORD), a public repository of structured organic reaction records. describe an organic reaction: reactants, conditions, products, and yield Reactants: C(#N)C1=CC2=CC[C@H]3[C@@H]4CC[C@@H]([C@@]4(C)CC[C@@H]3[C@]2(CC1)C)C(SC1=NC=CC=C1)=O (S-2-pyridyl 3-cyanoandrosta-3,5-diene-17β-thiocarboxylate), COC1=C(C=CC=C1)C(C)(C)N (1-(2-methoxyphenyl)-1-methylethylamine). The product is COC1=C(C=CC=C1)C(C)(C)NC(=O)[C@@H]1[C@]2(C)[C@@H](CC1)[C@@H]1CC=C3C=C(CC[C@]3(C)[C@H]1CC2)C#N (N-[1-(2-Methoxyphenyl)-1-methylethyl]-3-cyanoandrosta-3,5-diene-17β-carboxamide). Yield: 96.0%. As a reaction SMILES: [C:1]([C:3]1[CH2:20][CH2:19][C@@:18]2([CH3:21])[C:5](=[CH:6][CH2:7][C@@H:8]3[C@@H:17]2[CH2:16][CH2:15][C@@:13]2([CH3:14])[C@H:9]3[CH2:10][CH2:11][C@@H:12]2[C:22](=[O:30])SC2C=CC=CN=2)[CH:4]=1)#[N:2].[CH3:31][O:32][C:33]1[CH:38]=[CH:37][CH:36]=[CH:35][C:34]=1[C:39]([NH2:42])([CH3:41])[CH3:40]>>[CH3:31][O:32][C:33]1[CH:38]=[CH:37][CH:36]=[CH:35][C:34]=1[C:39]([NH:42][C:22]([C@H:12]1[CH2:11][CH2:10][C@H:9]2[C@H:8]3[C@H:17]([CH2:16][CH2:15][C@:13]12[CH3:14])[C@:18]1([CH3:21])[C:5]([CH:4]=[C:3]([C:1]#[N:2])[CH2:20][CH2:19]1)=[CH:6][CH2:7]3)=[O:30])([CH3:40])[CH3:41]. Procedure details: Following a procedure similar to that described in Example 3(b), but using S-2-pyridyl 3-cyanoandrosta-3,5-diene-17β-thiocarboxylate [prepared as described in Example 3(a)] and 1-(2-methoxyphenyl)-1-methylethylamine (prepared as described in Preparation 10c) as starting materials, in relative proportions similar to those used in that Example, the title compound was obtained in a yield of 96%. The reactants are CCO, Cc1c(SCCCCl)ccnc1CSc1nc2ccccc2[nH]1, [Na+], [OH-], O, Sc1nc2ccccc2[nH]1. The product is Cc1c(SCCCSc2nc3ccccc3[nH]2)ccnc1CSc1nc2ccccc2[nH]1. RXN SMILES: [CH3:36][CH2:37][OH:38].[Cl:1][CH2:2][CH2:3][CH2:4][S:5][c:6]1[c:7]([CH3:23])[c:8]([CH2:12][S:13][c:14]2[n:15][c:16]3[c:17]([nH:18]2)[cH:19][cH:20][cH:21][cH:22]3)[n:9][cH:10][cH:11]1.[Na+:35].[OH-:34].[OH2:39].[SH:24][c:25]1[n:26][c:27]2[c:28]([nH:29]1)[cH:30][cH:31][cH:32][cH:33]2>>[CH2:2]([CH2:3][CH2:4][S:5][c:6]1[c:7]([CH3:23])[c:8]([CH2:12][S:13][c:14]2[n:15][c:16]3[c:17]([nH:18]2)[cH:19][cH:20][cH:21][cH:22]3)[n:9][cH:10][cH:11]1)[S:24][c:25]1[n:26][c:27]2[c:28]([nH:29]1)[cH:30][cH:31][cH:32][cH:33]2. Product: ClC1=C(C=CC(=C1)Cl)C1=CC=C(C=C1)C(CCC(=O)O)O (4-(2',4'-Dichloro-4-biphenylyl)-4-hydroxy-butyric acid). RXN SMILES: [Cl:1][C:2]1[CH:7]=[C:6]([Cl:8])[CH:5]=[CH:4][C:3]=1[C:9]1[CH:14]=[CH:13][C:12]([C:15](=[O:21])[CH2:16][CH2:17][C:18]([OH:20])=[O:19])=[CH:11][CH:10]=1.C1(N)CCCCC1>O>[Cl:1][C:2]1[CH:7]=[C:6]([Cl:8])[CH:5]=[CH:4][C:3]=1[C:9]1[CH:14]=[CH:13][C:12]([CH:15]([OH:21])[CH2:16][CH2:17][C:18]([OH:20])=[O:19])=[CH:11][CH:10]=1. Solvent: O (water). Procedure: Prepared analogous to Example 42 from 4-(2',4'-dichloro-4-biphenylyl)-4-oxo-butyric acid. Yield: 70% of theory. Melting point of the cyclohexylamine salt: 168°-169° C. (from water). The yield is 70.0%. Starting materials: ClC1=C(C=CC(=C1)Cl)C1=CC=C(C=C1)C(CCC(=O)O)=O (4-(2',4'-dichloro-4-biphenylyl)-4-oxo-butyric acid), C1(CCCCC1)N (cyclohexylamine). The reagents and catalysts are CC(C)(C)P(C1=CC=C(C=C1)N(C)C)C(C)(C)C.CC(C)(C)P(C1=CC=C(C=C1)N(C)C)C(C)(C)C.Cl[Pd]Cl (Bis(di-tert-butyl(4-dimethylaminophenyl)phosphine)dichloropalladium (II)). Starting materials: ClC1=CC2=C(C=N1)OC1=CC=C(C=C1[C@]21N=C(OC1)N)C=1C(=NC=C(C1)C)F ((S)-3-chloro-7-(2-fluoro-5-methylpyridin-3-yl)-5′H-spiro[chromeno[2,3-c]pyridine-5,4′-oxazol]-2′-amine), P(=O)([O-])([O-])[O-].[K+].[K+].[K+] (potassium phosphate), O1CCC(=CC1)B1OC(C(O1)(C)C)(C)C (2-(3,6-dihydro-2H-pyran-4-yl)-4,4,5,5-tetramethyl-1,3,2-dioxaborolane). Reaction SMILES: Cl[C:2]1[N:7]=[CH:6][C:5]2[O:8][C:9]3[C:14]([C@@:15]4([CH2:19][O:18][C:17]([NH2:20])=[N:16]4)[C:4]=2[CH:3]=1)=[CH:13][C:12]([C:21]1[C:22]([F:28])=[N:23][CH:24]=[C:25]([CH3:27])[CH:26]=1)=[CH:11][CH:10]=3.P([O-])([O-])([O-])=O.[K+].[K+].[K+].[O:37]1[CH2:42][CH:41]=[C:40](B2OC(C)(C)C(C)(C)O2)[CH2:39][CH2:38]1>O1CCOCC1.O.CCOC(C)=O.C([O-])([O-])=O.[Na+].[Na+].CC(P(C(C)(C)C)C1C=CC(N(C)C)=CC=1)(C)C.CC(P(C(C)(C)C)C1C=CC(N(C)C)=CC=1)(C)C.Cl[Pd]Cl>[O:37]1[CH2:38][CH:39]=[C:40]([C:2]2[N:7]=[CH:6][C:5]3[O:8][C:9]4[C:14]([C@@:15]5([CH2:19][O:18][C:17]([NH2:20])=[N:16]5)[C:4]=3[CH:3]=2)=[CH:13][C:12]([C:21]2[C:22]([F:28])=[N:23][CH:24]=[C:25]([CH3:27])[CH:26]=2)=[CH:11][CH:10]=4)[CH2:41][CH2:42]1 |f:1.2.3.4,9.10.11,12.13.14|. Yields the product O1CCC(=CC1)C1=CC2=C(C=N1)OC1=CC=C(C=C1[C@]21N=C(OC1)N)C=1C(=NC=C(C1)C)F ((S)-3-(3,6-dihydro-2H-pyran-4-yl)-7-(2-fluoro-5-methylpyridin-3-yl)-5′H-spiro[chromeno[2,3-c]pyridine-5,4′-oxazol]-2′-amine). Reaction conditions: temperature 120 celsius. The solvent is CCOC(=O)C (EtOAc), C(=O)([O-])[O-].[Na+].[Na+] (Na2CO3), O1CCOCC1 (dioxane), O (water). Procedure: A glass microwave reaction vessel was charged with (S)-3-chloro-7-(2-fluoro-5-methylpyridin-3-yl)-5′H-spiro[chromeno[2,3-c]pyridine-5,4′-oxazol]-2′-amine (0.100 g, 0.252 mmol), potassium phosphate (0.160 g, 0.756 mmol), 2-(3,6-dihydro-2H-pyran-4-yl)-4,4,5,5-tetramethyl-1,3,2-dioxaborolane (0.106 g, 0.504 mmol) and Bis(di-tert-butyl(4-dimethylaminophenyl)phosphine)dichloropalladium (II) (8.92 mg, 0.013 mmol) in dioxane (1.2 mL) and water (0.40 mL). The reaction mixture was stirred and heated in m... The reactants are ICC(=O)N (iodoacetamide), C([O-])([O-])=O.[Cs+].[Cs+] (cesium carbonate), C(#N)C1=CC(=C(CNC(C(N2C(C3=CC=CC(=C3C2)C)=O)OCC)=O)C=C1)O ((RS)-N-(4-Cyano-2-hydroxy-benzyl)-2-ethoxy-2-(4-methyl-1-oxo-1,3-dihydro-isoindol-2-yl)-acetamide). The solvent is C(C)#N (acetonitrile). Yields the product C(N)(=O)COC1=C(CNC(C(N2C(C3=CC=CC(=C3C2)C)=O)OCC)=O)C=CC(=C1)C#N ((RS)-N-(2-carbamoylmethoxy-4-cyano-benzyl)-2-ethoxy-2-(4-methyl-1-oxo-1,3-dihydro-isoindol-2-yl)-acetamide). Yield: 21.7%. RXN SMILES: [C:1]([C:3]1[CH:27]=[CH:26][C:6]([CH2:7][NH:8][C:9](=[O:25])[CH:10]([O:22][CH2:23][CH3:24])[N:11]2[CH2:19][C:18]3[C:13](=[CH:14][CH:15]=[CH:16][C:17]=3[CH3:20])[C:12]2=[O:21])=[C:5]([OH:28])[CH:4]=1)#[N:2].I[CH2:30][C:31]([NH2:33])=[O:32].C(=O)([O-])[O-].[Cs+].[Cs+]>C(#N)C>[C:31]([CH2:30][O:28][C:5]1[CH:4]=[C:3]([C:1]#[N:2])[CH:27]=[CH:26][C:6]=1[CH2:7][NH:8][C:9](=[O:25])[CH:10]([O:22][CH2:23][CH3:24])[N:11]1[CH2:19][C:18]2[C:13](=[CH:14][CH:15]=[CH:16][C:17]=2[CH3:20])[C:12]1=[O:21])(=[O:32])[NH2:33] |f:2.3.4|. Procedure: (RS)-N-(4-Cyano-2-hydroxy-benzyl)-2-ethoxy-2-(4-methyl-1-oxo-1,3-dihydro-isoindol-2-yl)-acetamide (300 mg) was dissolved in acetonitrile (10 ml) and treated over night under vigorous stirring at ambient temperature with iodoacetamide (223 mg) and cesium carbonate (411 mg). Pouring onto crushed ice/NH4Cl, twofold extraction with AcOEt, washing with brine, drying over sodium sulfate, and evaporation of the solvents, followed by flash column chromatography (silica gel, AcOEt/MeOH=10/1), afforded 75... Starting materials: C(CCCC)NS(=O)(=O)C=1C=NC=CC1N (N-pentyl-4-aminopyridine-3- sulfonamide), C=O (paraformaldehyde), Cl (HCl). Reagents/catalysts: C(C)(=O)OCC (ethyl acetate). Solvent: C(C)(C)O (isopropanol). Conditions: time 1 hour. Yields the product C(CCCC)N1S(C2=C(NC1)C=CN=C2)(=O)=O (2-PENTYL-2,3-DIHYDRO-4H-PYRIDO[4,3-e] [1,2,4]THIADIAZINE 1,1-DIOXIDE). Reaction SMILES: [CH2:1]([NH:6][S:7]([C:10]1[CH:11]=[N:12][CH:13]=[CH:14][C:15]=1[NH2:16])(=[O:9])=[O:8])[CH2:2][CH2:3][CH2:4][CH3:5].[CH2:17]=O.Cl>C(O)(C)C.C(OCC)(=O)C>[CH2:1]([N:6]1[CH2:17][NH:16][C:15]2[CH:14]=[CH:13][N:12]=[CH:11][C:10]=2[S:7]1(=[O:9])=[O:8])[CH2:2][CH2:3][CH2:4][CH3:5]. Procedure: A mixture of 0.5 g of N-pentyl-4-aminopyridine-3- sulfonamide (Preparation 9) and 0.5 g of paraformaldehyde in 15 cm3 of isopropanol to which 50 drops of ethyl acetate saturated with gaseous HCl have been added is brought to reflux for 48 hours. After this lapse of time, the solvent is removed under partial vacuum. The residue is suspended in 20 cm3 of 0.1N NaOH. After stirring for 1 hour at ambient temperature, the insoluble material is collected on a filter, washed with water and recrystallize... Reactants: ClC1=CC=C(OCC(=O)[O-])C=C1 (4-chlorophenoxyacetate), S(O)(O)(=O)=O (sulfuric acid), C(C)O (ethanol). Reaction conditions: time 96 hour. Product: ClC1=CC=C(OCC(=O)OCC)C=C1 (ethyl 4-chlorophenoxyacetate). Isolated yield 93.0%. RXN SMILES: [Cl:1][C:2]1[CH:12]=[CH:11][C:5]([O:6][CH2:7][C:8]([O-:10])=[O:9])=[CH:4][CH:3]=1.S(=O)(=O)(O)O.[CH2:18](O)[CH3:19]>>[Cl:1][C:2]1[CH:3]=[CH:4][C:5]([O:6][CH2:7][C:8]([O:10][CH2:18][CH3:19])=[O:9])=[CH:11][CH:12]=1. Procedure details: A solution of 4-chlorophenoxyacetate acid (Aldrich) (18.62 g, 99.8 mmoles) and concentrated sulfuric acid (Fisher) (2.5 mL) in ethanol (170 mL) was refluxed with stirring under a Drierite tube for 96 hours. The reaction solution was cooled in an ice-bath, and the volatiles were removed by spin evaporation in vacuo to a volume of about 100 mL. The liquid was dissolved in dichloromethane (225 mL) and washed with a solution of 5% aqueous sodium bicarbonate (4×100 mL) and finally with brine (1×50 mL... Starting materials: BrC1C(C2=CC=C(C=C2C1)Cl)=O (2-bromo-5-chloroindan-1-one), C(CC)(=S)N (thiopropionamide). Yields the product Br.ClC1=CC=2CC3C(N=C(S3)CC)(C2C=C1)O (6-Chloro-2-ethyl-8,8a-dihydroindeno[1,2-d]thiazol-3a-ol hydrobromide). RXN SMILES: [Br:1][CH:2]1[CH2:10][C:9]2[C:4](=[CH:5][CH:6]=[C:7]([Cl:11])[CH:8]=2)[C:3]1=[O:12].[C:13]([NH2:17])(=[S:16])[CH2:14][CH3:15]>>[BrH:1].[Cl:11][C:7]1[CH:6]=[CH:5][C:4]2[C:3]3([OH:12])[N:17]=[C:13]([CH2:14][CH3:15])[S:16][CH:2]3[CH2:10][C:9]=2[CH:8]=1 |f:2.3|. Procedure: This compound is prepared analogously to the process described in Example 1c using 2-bromo-5-chloroindan-1-one and thiopropionamide; melting point: 230-240° C. (dec.). The reactants are OCCN1CCOCC1 (4-(2-Hydroxyethyl)morpholine), [OH-].[K+] (KOH), FC1=CC(=C(C=C1)[N+](=O)[O-])OC (4-fluoro-2-methoxy-1-nitrobenzene). The reagents and catalysts are CCCCCCCC[N+](C)(CCCCCCCC)CCCCCCCC.[Cl-] (Aliquat 336). Conditions: temperature 80 celsius, time 5 minute. Yields the product COC=1C=C(OCCN2CCOCC2)C=CC1[N+](=O)[O-] (4-[2-(3-Methoxy-4-nitrophenoxy)ethyl]morpholine). The yield is 57.0%. Reaction SMILES: [OH:1][CH2:2][CH2:3][N:4]1[CH2:9][CH2:8][O:7][CH2:6][CH2:5]1.[OH-].[K+].F[C:13]1[CH:18]=[CH:17][C:16]([N+:19]([O-:21])=[O:20])=[C:15]([O:22][CH3:23])[CH:14]=1>CCCCCCCC[N+](CCCCCCCC)(CCCCCCCC)C.[Cl-]>[CH3:23][O:22][C:15]1[CH:14]=[C:13]([CH:18]=[CH:17][C:16]=1[N+:19]([O-:21])=[O:20])[O:1][CH2:2][CH2:3][N:4]1[CH2:9][CH2:8][O:7][CH2:6][CH2:5]1 |f:1.2,4.5|. Procedure details: 4-(2-Hydroxyethyl)morpholine (0.98 g, 9.0 mmol) was added to a mixture of powdered KOH (0.50 g, 9.0 mmol) and Aliquat 336 (0.36 g, 0.9 mmol) and the resulting mixture was stirred for 5 minutes at 80° C. Then 4-fluoro-2-methoxy-1-nitrobenzene (1.28 g, 7.5 mmol) was added, and stirring proceeded at this temperature for 30 minutes. The mixture was cooled and partitioned between methylene chloride (80 mL) and dilute aqueous HCl (50 mL), and the organic layer was extracted with dilute aqueous HCl (2×... The reactants are CC(C)(C)[Si](Cl)(c1ccccc1)c1ccccc1, ClCCl, [Na+], O=C([O-])O, CC1(C)C(=O)N(c2ccc(I)cn2)C(=O)C1O, c1c[nH]cn1. Product: CC1(C)C(=O)N(c2ccc(I)cn2)C(=O)C1O[Si](c1ccccc1)(c1ccccc1)C(C)(C)C. RXN SMILES: [C:23]([CH3:24])([CH3:25])([CH3:26])[Si:27]([Cl:28])([c:29]1[cH:30][cH:31][cH:32][cH:33][cH:34]1)[c:35]1[cH:36][cH:37][cH:38][cH:39][cH:40]1.[Cl:46][CH2:47][Cl:48].[Na+:45].[O-:41][C:42]([OH:43])=[O:44].[OH:1][CH:2]1[C:3]([CH3:16])([CH3:17])[C:4](=[O:15])[N:5]([c:8]2[n:9][cH:10][c:11]([I:14])[cH:12][cH:13]2)[C:6]1=[O:7].[nH:18]1[cH:19][cH:20][n:21][cH:22]1>>[O:1]([CH:2]1[C:3]([CH3:16])([CH3:17])[C:4](=[O:15])[N:5]([c:8]2[n:9][cH:10][c:11]([I:14])[cH:12][cH:13]2)[C:6]1=[O:7])[Si:27]([C:23]([CH3:24])([CH3:25])[CH3:26])([c:29]1[cH:30][cH:31][cH:32][cH:33][cH:34]1)[c:35]1[cH:36][cH:37][cH:38][cH:39][cH:40]1.